Dataset: the Open Reaction Database (ORD), a public repository of structured organic reaction records. Task: describe an organic reaction: reactants, conditions, products, and yield Reactants: [Ag+], FC(F)=C(F)CCBr, O=C1NC(=O)c2ccccc21, CC#N, CCOC(C)=O, CCC(F)=C(F)F, [K], Cc1ccc(S(=O)(=O)[O-])cc1, CN(C)C=O, Cc1ccc(S(=O)(=O)O)cc1. Product: O=C1c2ccccc2C(=O)N1CCC(F)=C(F)F. RXN SMILES: [Ag+:59].[Br:1][CH2:2][CH2:3][C:4](=[C:5]([F:6])[F:7])[F:8].[C:33]1(=[O:43])[c:34]2[c:35]([cH:39][cH:40][cH:41][cH:42]2)[C:36](=[O:38])[NH:37]1.[CH3:45][C:46]#[N:47].[CH3:9][CH2:10][O:11][C:12](=[O:13])[CH3:14].[F:26][C:27](=[C:28]([F:29])[F:30])[CH2:31][CH3:32].[K:44].[O-:48][S:49]([c:50]1[cH:51][cH:52][c:53]([CH3:54])[cH:55][cH:56]1)(=[O:57])=[O:58].[O:60]=[CH:61][N:62]([CH3:63])[CH3:64].[OH:15][S:16]([c:17]1[cH:18][cH:19][c:20]([CH3:21])[cH:22][cH:23]1)(=[O:24])=[O:25]>>[CH2:2]([CH2:3][C:4](=[C:5]([F:6])[F:7])[F:8])[N:37]1[C:33](=[O:43])[c:34]2[c:35]([cH:39][cH:40][cH:41][cH:42]2)[C:36]1=[O:38]. Yields the product CC(C)(C)OC(=O)NC1CCCCCC=CCSC2(c3ccc(-c4ccccc4)cc3)CC(C(=O)O)N(C2)C1=O. The reactants are C1CCOC1, CO, [Li+], [OH-], O, O, COC(=O)C1CC2(c3ccc(-c4ccccc4)cc3)CN1C(=O)C(NC(=O)OC(C)(C)C)CCCCCC=CCS2. Reaction SMILES: [CH2:45]1[O:46][CH2:47][CH2:48][CH2:49]1.[CH3:50][OH:51].[Li+:44].[OH-:43].[OH2:42].[OH2:52].[c:1]1(-[c:36]2[cH:37][cH:38][cH:39][cH:40][cH:41]2)[cH:2][cH:3][c:4]([C:7]23[S:8][CH2:9][CH:10]=[CH:11][CH2:12][CH2:13][CH2:14][CH2:15][CH2:16][CH:17]([NH:28][C:29](=[O:30])[O:31][C:32]([CH3:33])([CH3:34])[CH3:35])[C:18](=[O:27])[N:19]([CH:20]([C:22](=[O:23])[O:24][CH3:25])[CH2:21]2)[CH2:26]3)[cH:5][cH:6]1>>[c:1]1(-[c:36]2[cH:37][cH:38][cH:39][cH:40][cH:41]2)[cH:2][cH:3][c:4]([C:7]23[S:8][CH2:9][CH:10]=[CH:11][CH2:12][CH2:13][CH2:14][CH2:15][CH2:16][CH:17]([NH:28][C:29](=[O:30])[O:31][C:32]([CH3:33])([CH3:34])[CH3:35])[C:18](=[O:27])[N:19]([CH:20]([C:22](=[O:23])[OH:24])[CH2:21]2)[CH2:26]3)[cH:5][cH:6]1. The reactants are CN(C)C=O, Clc1ccc(C2(COC3CCCCO3)CO2)cc1, c1nc[nH]n1. The product is OC(COC1CCCCO1)(Cn1cncn1)c1ccc(Cl)cc1. RXN SMILES: [CH3:24][N:25]([CH3:26])[CH:27]=[O:28].[Cl:1][c:2]1[cH:3][cH:4][c:5]([C:8]2([CH2:11][O:12][CH:13]3[O:14][CH2:15][CH2:16][CH2:17][CH2:18]3)[O:9][CH2:10]2)[cH:6][cH:7]1.[nH:19]1[n:20][cH:21][n:22][cH:23]1>>[Cl:1][c:2]1[cH:3][cH:4][c:5]([C:8]([OH:9])([CH2:10][n:19]2[n:20][cH:21][n:22][cH:23]2)[CH2:11][O:12][CH:13]2[O:14][CH2:15][CH2:16][CH2:17][CH2:18]2)[cH:6][cH:7]1. Starting materials: CCN(C(C)C)C(C)C, CC(C)N, Fc1cc(F)c(-c2c(Cl)nc3ncccc3c2Cl)c(F)c1, CN(C)C=O. Yields the product CC(C)Nc1c(-c2c(F)cc(F)cc2F)c(Cl)nc2ncccc12. As a reaction SMILES: [CH2:26]([N:27]([CH:28]([CH3:29])[CH3:30])[CH:31]([CH3:32])[CH3:33])[CH3:34].[CH3:22][CH:23]([CH3:24])[NH2:25].[Cl:1][c:2]1[n:3][c:4]2[n:5][cH:6][cH:7][cH:8][c:9]2[c:10]([Cl:21])[c:11]1-[c:12]1[c:13]([F:20])[cH:14][c:15]([F:19])[cH:16][c:17]1[F:18].[O:35]=[CH:36][N:37]([CH3:38])[CH3:39]>>[Cl:1][c:2]1[n:3][c:4]2[n:5][cH:6][cH:7][cH:8][c:9]2[c:10]([NH:25][CH:23]([CH3:22])[CH3:24])[c:11]1-[c:12]1[c:13]([F:20])[cH:14][c:15]([F:19])[cH:16][c:17]1[F:18]. Starting materials: Cl.CC1N=C(NC1)NN (4-methyl-2-imidazolin-2-ylhydrazine hydrochloride), CC1NC(NC1)=S (4-methylimidazolidin-2-thione), CI (methyl iodide). Run in C(C)O (ethanol). Product: I.CC1N=C(NC1)SC (4-methyl-2-methylthio-2-imidazoline hydroiodide), NN (hydrazine). Reaction SMILES: Cl.[CH3:2][CH:3]1[CH2:7][NH:6][C:5]([NH:8][NH2:9])=[N:4]1.CC1CN[C:13](=[S:16])N1.C[I:18]>C(O)C>[IH:18].[CH3:2][CH:3]1[CH2:7][NH:6][C:5]([S:16][CH3:13])=[N:4]1.[NH2:8][NH2:9] |f:0.1,5.6|. Reported procedure: The starting material, 4-methyl-2-imidazolin-2-ylhydrazine hydrochloride, is prepared as follows: 4-methylimidazolidin-2-thione and methyl iodide react in refluxing ethanol to give 4-methyl-2-methylthio-2-imidazoline hydroiodide, which upon treatment with hydrazine in boiling ethanol yields 4-methyl-2-imidazolin-2-ylhydrazine hydroiodide. Subsequent treatment with silver chloride in aqueous or ethanol solution then gives the hydrochloride salt melting at 128°-130° C. Reactants: COC=1C=C2C3CCCCC3C(C(C2=CC1)CO)C1=CC=C(C=C1)OC ([6-methoxy-10-(4-methoxy-phenyl)-1,2,3,4,4a,9,10,10a-octahydro-phenanthren-9-yl]-methanol), [H-].[Na+] (NaH), CI (MeI). The solvent is CN(C)C=O (DMF). Run at time 1 hour. Product: COC=1C=C2C3CCCCC3C(C(C2=CC1)COC)C1=CC=C(C=C1)OC (6-Methoxy-9-methoxymethyl-10-(4-methoxy-phenyl)-1,2,3,4,4a,9,10,10a-octahydro-phenanthrene). Yield: 216.0%. As a reaction SMILES: [CH3:1][O:2][C:3]1[CH:4]=[C:5]2[C:14](=[CH:15][CH:16]=1)[CH:13]([CH2:17][OH:18])[CH:12]([C:19]1[CH:24]=[CH:23][C:22]([O:25][CH3:26])=[CH:21][CH:20]=1)[CH:11]1[CH:6]2[CH2:7][CH2:8][CH2:9][CH2:10]1.[H-].[Na+].[CH3:29]I>CN(C=O)C>[CH3:1][O:2][C:3]1[CH:4]=[C:5]2[C:14](=[CH:15][CH:16]=1)[CH:13]([CH2:17][O:18][CH3:29])[CH:12]([C:19]1[CH:24]=[CH:23][C:22]([O:25][CH3:26])=[CH:21][CH:20]=1)[CH:11]1[CH:6]2[CH2:7][CH2:8][CH2:9][CH2:10]1 |f:1.2|. Procedure details: Combine [6-methoxy-10-(4-methoxy-phenyl)-1,2,3,4,4a,9,10,10a-octahydro-phenanthren-9-yl]-methanol (0.084 g, 0.24 mmol), NaH (0.014 mg, 0.29 mmol), and DMF (3.0 mL) and stir under nitrogen atmosphere at −10° C. After 1 hour, add MeI (50 uL, 0.072 mmol) and stir at room temperature for 18 hours. Concentrate reaction under vacuum then add ethyl acetate and water, separated the organic phase and wash 2× with brine. Dry the organic phase over anhydrous sodium sulfate. Concentrate the organic phase un...